This data is from the Open Reaction Database (ORD), a public repository of structured organic reaction records. The task is: describe an organic reaction: reactants, conditions, products, and yield The reactants are CCOC(=O)C(C)P(=O)(OCC)OCC (triethyl 2-phosphonopropionate), [H-].[Na+] (NaH), ice, CC(=O)O (AcOH), CC1(CC(CCC1)=O)C (3,3-dimethylcyclohexanone). The solvent is COCCOC (1,2-dimethoxy-ethane), COCCOC (1,2-dimethoxyethane). Product: CC1(CC(CCC1)=C(C(=O)OCC)C)C (ethyl 2-(3,3-dimethylcyclohexylidene)propionate). Yield: 87.0%. Reaction SMILES: [CH3:1][CH2:2][O:3][C:4]([CH:6](P(OCC)(OCC)=O)[CH3:7])=[O:5].[H-].[Na+].[CH3:18][C:19]1([CH3:26])[CH2:24][CH2:23][CH2:22][C:21](=O)[CH2:20]1.CC(O)=O>COCCOC>[CH3:18][C:19]1([CH3:26])[CH2:24][CH2:23][CH2:22][C:21](=[C:6]([CH3:7])[C:4]([O:3][CH2:2][CH3:1])=[O:5])[CH2:20]1 |f:1.2|. Procedure: A solution of triethyl 2-phosphonopropionate (79.8 g, 335 mmol) in 1,2-dimethoxy-ethane (70 ml) was added dropwise within 30 min to a stirred suspension of 95% NaH (7.54 g, 300 mmol) in 1,2-dimethoxyethane (350 ml). The reaction mixture was heated to reflux, and 3,3-dimethylcyclohexanone (63.0 g, 500 mmol) was added during a period of 5 min. After refluxing for 15 h, the reaction mixture was poured onto crushed ice (600 g), acidified to pH 5 by addition of AcOH (ca. 18 ml, 315 mmol), and extract... Starting materials: CC(=O)O, O=C1OC(=O)c2c1cccc2[N+](=O)[O-], NC(=O)CC(N)C(=O)O. The product is NC(=O)CC(C(=O)O)N1C(=O)c2cccc([N+](=O)[O-])c2C1=O. Reaction SMILES: [CH3:24][C:25](=[O:26])[OH:27].[N+:10](=[O:11])([O-:12])[c:13]1[c:14]2[c:15]([cH:21][cH:22][cH:23]1)[C:16](=[O:17])[O:18][C:19]2=[O:20].[NH2:1][CH:2]([CH2:3][C:4]([NH2:5])=[O:6])[C:7]([OH:8])=[O:9]>>[N:1]1([CH:2]([CH2:3][C:4]([NH2:5])=[O:6])[C:7]([OH:8])=[O:9])[C:16](=[O:17])[c:15]2[c:14]([c:13]([N+:10](=[O:11])[O-:12])[cH:23][cH:22][cH:21]2)[C:19]1=[O:18]. Starting materials: CN1CCCN(C)C1=O, C[Si](C)(C)[N-][Si](C)(C)C, Cc1cc(Cl)nc(N)n1, CCOC(C)=O, CCCCI, [Li+], C1CCOC1. Product: CCCCNc1nc(C)cc(Cl)n1. RXN SMILES: [CH3:10][N:11]1[CH2:12][CH2:13][CH2:14][N:15]([CH3:16])[C:17]1=[O:18].[CH3:19][Si:20]([CH3:21])([CH3:22])[N-:23][Si:24]([CH3:25])([CH3:26])[CH3:27].[CH3:1][c:2]1[cH:3][c:4]([Cl:5])[n:6][c:7]([NH2:8])[n:9]1.[CH3:39][CH2:40][O:41][C:42](=[O:43])[CH3:44].[I:29][CH2:30][CH2:31][CH2:32][CH3:33].[Li+:28].[O:34]1[CH2:35][CH2:36][CH2:37][CH2:38]1>>[CH3:1][c:2]1[cH:3][c:4]([Cl:5])[n:6][c:7]([NH:8][CH2:30][CH2:31][CH2:32][CH3:33])[n:9]1. The reactants are COc1ccc2ccoc2c1, Cl, [I-], [Li+], Cc1cc(C)nc(C)c1. Product: Oc1ccc2ccoc2c1. RXN SMILES: [CH3:1][O:2][c:3]1[cH:4][c:5]2[c:6]([cH:7][cH:8][o:9]2)[cH:10][cH:11]1.[ClH:14].[I-:12].[Li+:13].[n:15]1[c:16]([CH3:17])[cH:18][c:19]([CH3:20])[cH:21][c:22]1[CH3:23]>>[OH:2][c:3]1[cH:4][c:5]2[c:6]([cH:7][cH:8][o:9]2)[cH:10][cH:11]1. Reactants: [Al+3], CCCCCC, [Cl-], [Cl-], [Cl-], [Cl-], O=C(O)CCCCl, O=[N+]([O-])c1ccccc1, c1ccc2ccccc2c1. Product: O=C(CCCCl)c1ccc2ccccc2c1. As a reaction SMILES: [Al+3:2].[CH3:32][CH2:33][CH2:34][CH2:35][CH2:36][CH3:37].[Cl-:14].[Cl-:1].[Cl-:3].[Cl-:4].[Cl:15][CH2:16][CH2:17][CH2:18][C:19](=[O:20])[OH:21].[O-:5][N+:6]([c:7]1[cH:8][cH:9][cH:10][cH:11][cH:12]1)=[O:13].[cH:22]1[cH:23][cH:24][c:25]2[cH:26][cH:27][cH:28][cH:29][c:30]2[cH:31]1>>[Cl:15][CH2:16][CH2:17][CH2:18][C:19](=[O:21])[c:23]1[cH:22][cH:31][c:30]2[c:25]([cH:24]1)[cH:26][cH:27][cH:28][cH:29]2. Starting materials: C(#N)C1=CC=C(C=C1)B(O)O (4-cyanophenylboronic acid), IC1COCCC1(OC)OC (3-iodo-4,4-dimethoxytetrahydro-2H-pyran). The product is O=C1C(COCC1)C1=CC=C(C#N)C=C1 (4-(4-oxotetrahydro-2H-pyran-3-yl)benzonitrile). As a reaction SMILES: [C:1]([C:3]1[CH:8]=[CH:7][C:6](B(O)O)=[CH:5][CH:4]=1)#[N:2].I[CH:13]1[C:18](OC)([O:19]C)[CH2:17][CH2:16][O:15][CH2:14]1>>[O:19]=[C:18]1[CH2:17][CH2:16][O:15][CH2:14][CH:13]1[C:6]1[CH:7]=[CH:8][C:3]([C:1]#[N:2])=[CH:4][CH:5]=1. Reported procedure: 4-cyanophenylboronic acid was reacted as described in Intermediate X(2) with 3-iodo-4,4-dimethoxytetrahydro-2H-pyran (Intermediate X(1)) to give 4-(4-oxotetrahydro-2H-pyran-3-yl)benzonitrile (Intermediate AA(2)). LC-MS (M+H)+=202.1. 1H NMR (500 MHz, CDCl3) δ ppm 7.66 (d, J=8.24 Hz, 2H) 7.38 (d, J=8.55 Hz, 2H) 4.23-4.31 (m, 2H) 3.94-4.02 (m, 2H) 3.85-3.92 (m, 1H) 2.55-2.65 (m, 1H) 2.52 (t, J=5.80 Hz, 1H). The reactants are CCOC(=O)c1c[nH]c2c(OC)c(F)c(F)c(N)c2c1=O, O. The product is COc1c(F)c(F)c(N)c2c(=O)c(C(=O)O)c[nH]c12. As a reaction SMILES: [NH2:1][c:2]1[c:3]2[c:4](=[O:21])[c:5]([C:16](=[O:17])[O:18][CH2:19][CH3:20])[cH:6][nH:7][c:8]2[c:9]([O:14][CH3:15])[c:10]([F:13])[c:11]1[F:12].[OH2:22]>>[NH2:1][c:2]1[c:3]2[c:4](=[O:21])[c:5]([C:16](=[O:17])[OH:18])[cH:6][nH:7][c:8]2[c:9]([O:14][CH3:15])[c:10]([F:13])[c:11]1[F:12]. Starting materials: C(=O)(OCC1=CC=CC=C1)N[C@@H](C(C)C)C(=O)OCC(CC(C(=O)OCC1=CC=C(C=C1)OC)(C)C)OC(CCCCCCCCCCCCCCCCC)=O (4-methoxybenzyl 5-(N-CBz-L-valyloxy)-4-stearoyloxy-2,2-dimethylvalerate), FC(C(=O)O)(F)F (trifluoroacetic acid). Run in C(Cl)Cl (CH2Cl2). Conditions: time 1 hour. The product is C(=O)(OCC1=CC=CC=C1)N[C@@H](C(C)C)C(=O)OCC(CC(C(=O)O)(C)C)OC(CCCCCCCCCCCCCCCCC)=O (5-(N-CBz-L-valyloxy)-4-stearoyloxy-2,2-dimethylvaleric acid). The yield is 90.6%. RXN SMILES: [C:1]([NH:11][C@H:12]([C:16]([O:18][CH2:19][CH:20]([O:37][C:38](=[O:56])[CH2:39][CH2:40][CH2:41][CH2:42][CH2:43][CH2:44][CH2:45][CH2:46][CH2:47][CH2:48][CH2:49][CH2:50][CH2:51][CH2:52][CH2:53][CH2:54][CH3:55])[CH2:21][C:22]([CH3:36])([CH3:35])[C:23]([O:25]CC1C=CC(OC)=CC=1)=[O:24])=[O:17])[CH:13]([CH3:15])[CH3:14])([O:3][CH2:4][C:5]1[CH:10]=[CH:9][CH:8]=[CH:7][CH:6]=1)=[O:2].FC(F)(F)C(O)=O>C(Cl)Cl>[C:1]([NH:11][C@H:12]([C:16]([O:18][CH2:19][CH:20]([O:37][C:38](=[O:56])[CH2:39][CH2:40][CH2:41][CH2:42][CH2:43][CH2:44][CH2:45][CH2:46][CH2:47][CH2:48][CH2:49][CH2:50][CH2:51][CH2:52][CH2:53][CH2:54][CH3:55])[CH2:21][C:22]([CH3:35])([CH3:36])[C:23]([OH:25])=[O:24])=[O:17])[CH:13]([CH3:15])[CH3:14])([O:3][CH2:4][C:5]1[CH:6]=[CH:7][CH:8]=[CH:9][CH:10]=1)=[O:2]. Procedure details: To a solution of 4-methoxybenzyl 5-(N-CBz-L-valyloxy)-4-stearoyloxy-2,2-dimethylvalerate (25.5 g, 33 mmol) in CH2Cl2 (400 mL) at room temperature, was added trifluoroacetic acid (40 mL). After 1 h at room temperature, the reaction mixture was concentrated under reduced pressure. The crude product was column chromatographed (silica gel, 3→5% MeOH in CH2Cl2), to give 19.8 g of 5-(N-CBz-L-valyloxy)-4-stearoyloxy-2,2-dimethylvaleric acid. Reactants: NC1=NNC=N1 (3-amino-1,2,4-triazole), O=C(C(C(=O)[O-])CCCCCCCC)CC1=CC=CC=C1 (3-oxo-2-octyl-4-phenylbutanoate), C1(=CC=C(C=C1)S(=O)(=O)O)C (p-toluenesulfonic acid). Product: OC1=C(C(=NC=2N1N=CN2)C2=CC=CC=C2)CCCCCCCC (7-hydroxy-6-octyl-5-phenyl-[1,2,4]-triazolo-[1,5-α]-pyrimidine). Reaction SMILES: [NH2:1][C:2]1[N:6]=[CH:5][NH:4][N:3]=1.[O:7]=[C:8](CC1C=CC=CC=1)[CH:9]([CH2:13][CH2:14][CH2:15][CH2:16][CH2:17][CH2:18][CH2:19][CH3:20])C([O-])=O.[C:28]1([CH3:38])[CH:33]=[CH:32][C:31](S(O)(=O)=O)=[CH:30][CH:29]=1>>[OH:7][C:8]1[N:3]2[N:4]=[CH:5][N:6]=[C:2]2[N:1]=[C:38]([C:28]2[CH:33]=[CH:32][CH:31]=[CH:30][CH:29]=2)[C:9]=1[CH2:13][CH2:14][CH2:15][CH2:16][CH2:17][CH2:18][CH2:19][CH3:20]. Procedure: A mixture of 14.0 g (0.17 mol) of 3-amino-1,2,4-triazole, 51.7 g (0.17 mol) of 3-oxo-2-octyl-4-phenylbutanoate and 3. g of p-toluenesulfonic acid was heated under reflux for 6 h. Work-up was carried out analogously to Ex. 1. Drying gave 37 g (0.11 mol) of the title compound. The reactants are OC1=C(N)C=CC(=C1)[N+](=O)[O-] (2-hydroxy 4-nitro aniline), FC(OC1=C(C=CC=C1)N=C=O)(F)F (2-trifluoromethoxy phenyl isocyanate). Yields the product OC1=C(C=CC(=C1)[N+](=O)[O-])NC(=O)NC1=C(C=CC=C1)OC(F)(F)F (N-(2-Hydroxy-4-nitrophenyl)-N′-(2-trifluoromethyloxyphenyl)urea), title compound. The yield is 60.0%. Reaction SMILES: [OH:1][C:2]1[CH:8]=[C:7]([N+:9]([O-:11])=[O:10])[CH:6]=[CH:5][C:3]=1[NH2:4].[F:12][C:13]([F:25])([F:24])[O:14][C:15]1[CH:20]=[CH:19][CH:18]=[CH:17][C:16]=1[N:21]=[C:22]=[O:23]>>[OH:1][C:2]1[CH:8]=[C:7]([N+:9]([O-:11])=[O:10])[CH:6]=[CH:5][C:3]=1[NH:4][C:22]([NH:21][C:16]1[CH:17]=[CH:18][CH:19]=[CH:20][C:15]=1[O:14][C:13]([F:12])([F:24])[F:25])=[O:23]. Reported procedure: N-(2-Hydroxy-4-nitrophenyl)-N′-(2-trifluoromethyloxyphenyl)urea was prepared from 2-hydroxy 4-nitro aniline (500 mg, 3.24 mmol) and 2-trifluoromethoxy phenyl isocyanate (3.24 mmol) according to the procedure in General Method B. The product was purified by dilution with methylene chloride and precipitation with hexanes. Filtering afforded the title compound (0.69 g, 60%). EI-MS m/z 358 (M+H)+